This data is from the Open Reaction Database (ORD), a public repository of structured organic reaction records. The task is: describe an organic reaction: reactants, conditions, products, and yield The reactants are COC(=O)c1cc(-c2ccccc2)ccc1N, Cc1ccccc1, CN(C)c1ccncc1, O=C(Cl)Cl, OCc1ccc(-c2ccccc2)cc1, c1ccncc1. Yields the product COC(=O)c1cc(-c2ccccc2)ccc1NC(=O)OCc1ccc(-c2ccccc2)cc1. Reaction SMILES: [CH3:1][O:2][C:3]([c:4]1[c:5]([NH2:16])[cH:6][cH:7][c:8](-[c:10]2[cH:11][cH:12][cH:13][cH:14][cH:15]2)[cH:9]1)=[O:17].[CH3:42][c:43]1[cH:44][cH:45][cH:46][cH:47][cH:48]1.[CH3:49][N:50]([c:51]1[cH:52][cH:53][n:54][cH:55][cH:56]1)[CH3:57].[Cl:24][C:25]([Cl:26])=[O:27].[c:28]1(-[c:36]2[cH:37][cH:38][cH:39][cH:40][cH:41]2)[cH:29][cH:30][c:31]([CH2:34][OH:35])[cH:32][cH:33]1.[cH:18]1[cH:19][cH:20][n:21][cH:22][cH:23]1>>[CH3:1][O:2][C:3]([c:4]1[c:5]([NH:16][C:25](=[O:27])[O:35][CH2:34][c:31]2[cH:30][cH:29][c:28](-[c:36]3[cH:37][cH:38][cH:39][cH:40][cH:41]3)[cH:33][cH:32]2)[cH:6][cH:7][c:8](-[c:10]2[cH:11][cH:12][cH:13][cH:14][cH:15]2)[cH:9]1)=[O:17]. Reactants: C(C)OC(=O)C=1C(C=2C=C3C(=NC2N(C1)C)C=C(C(=C3)F)F)=O (3-ethoxycarbonyl-7,8-difluoro-1-methyl-4-oxo-1,4-dihydrobenzo[b][1,8]naphthyridine), Cl.Cl.C1(CC1)NC1CNC1 (3-(cyclopropylamino)azetidine dihydrochloride). Yields the product C1(CC1)NC1CN(C1)C=1C(=CC=2C(=NC=3N(C=C(C(C3C2)=O)C(=O)OCC)C)C1)F (8-(3-cyclopropylamino-1-azetidinyl)3-ethoxycarbonyl-7-fluoro-1-methyl-4-oxo-1,4-dihydrobenzo[b][1,8]naphthyridine). Yield: 72.2%. RXN SMILES: [CH2:1]([O:3][C:4]([C:6]1[C:7](=[O:23])[C:8]2[CH:9]=[C:10]3[CH:20]=[C:19]([F:21])[C:18](F)=[CH:17][C:11]3=[N:12][C:13]=2[N:14]([CH3:16])[CH:15]=1)=[O:5])[CH3:2].Cl.Cl.[CH:26]1([NH:29][CH:30]2[CH2:33][NH:32][CH2:31]2)[CH2:28][CH2:27]1>>[CH:26]1([NH:29][CH:30]2[CH2:33][N:32]([C:18]3[C:19]([F:21])=[CH:20][C:10]4[C:11]([CH:17]=3)=[N:12][C:13]3[N:14]([CH3:16])[CH:15]=[C:6]([C:4]([O:3][CH2:1][CH3:2])=[O:5])[C:7](=[O:23])[C:8]=3[CH:9]=4)[CH2:31]2)[CH2:28][CH2:27]1 |f:1.2.3|. Reported procedure: 8-(3-Cyclopropylamino-1-azetidinyl)-3-ethoxycarbonyl-7-fluoro-1-methyl-4-oxo-1,4-dihydrobenzo[b][1,8]naphthyridine was prepared under the conditions of Example 15, but starting with 1.45 g of 3-ethoxycarbonyl-7,8-difluoro-1-methyl-4-oxo-1,4-dihydrobenzo[b][1,8]naphthyridine and 1.7 g of 3-(cyclopropylamino)azetidine dihydrochloride. 1.35 g of 8-(3-cyclopropylamino-1-azetidinyl)3-ethoxycarbonyl-7-fluoro-1-methyl-4-oxo-1,4-dihydrobenzo[b][1,8]naphthyridine are obtained in the form of a yellow soli...